This data is from the Open Reaction Database (ORD), a public repository of structured organic reaction records. The task is: describe an organic reaction: reactants, conditions, products, and yield Run at temperature 50 celsius, time 24 hour. RXN SMILES: [C:1](=[O:9])([O:6][CH2:7][CH3:8])[O:2][CH:3](Cl)[CH3:4].[C:10]([NH:13][C:14]1[C:15]([I:30])=[C:16]([N:25]([C:27](=[O:29])[CH3:28])[CH3:26])[C:17]([I:24])=[C:18]([C:21]([O-:23])=[O:22])[C:19]=1[I:20])(=[O:12])[CH3:11].[K+].[I-].[Na+]>CN(C)C=O>[C:10]([NH:13][C:14]1[C:15]([I:30])=[C:16]([N:25]([C:27](=[O:29])[CH3:28])[CH3:26])[C:17]([I:24])=[C:18]([C:21]([O:23][CH:3]([O:2][C:1]([O:6][CH2:7][CH3:8])=[O:9])[CH3:4])=[O:22])[C:19]=1[I:20])(=[O:12])[CH3:11] |f:1.2,3.4|. Reactants: C(OC(C)Cl)(OCC)=O (1-Chloroethyl ethyl carbonate), C(C)(=O)NC=1C(=C(C(=C(C1I)C(=O)[O-])I)N(C)C(C)=O)I.[K+] (potassium 5-(N-acetylamino)3-(N-acetyl-N-methylamino)-2,4,6-triiodobenzenecarboxylate), [I-].[Na+] (sodium iodide). Reported procedure: 1-Chloroethyl ethyl carbonate (10.00 g, 66.0 mmol) was added dropwise during 1.5 hour at room temperature to a solution of potassium 5-(N-acetylamino)3-(N-acetyl-N-methylamino)-2,4,6-triiodobenzenecarboxylate (40.00 g, 60.0 mmol) and sodium iodide (0.89 g, 6.0 mmol) in dry dimethylformamide (200 ml). After stirring at 50° C. for 24 hours the solvent was removed at reduced pressure. The residue was dissolved in chloroform (120 ml) and washed four times with a saturated sodium hydrogen carbonate s... The product is C(C)(=O)NC=1C(=C(C(=C(C1I)C(=O)OC(C)OC(=O)OCC)I)N(C)C(C)=O)I (1-(Ethyloxvcarbonyloxy)ethyl 5-(N-acetylamino)-3-(N-acetyl-N-methylamino)-2,4,6-triiodobenzenecarboxylate). Solvent: CN(C=O)C (dimethylformamide). Reactants: ON1N=NC2=C1C=CC=C2 (1-hydroxybenzotriazole), N([C@H](CCCCNC(=O)OC(C)(C)C)C(=O)O)C(=O)OCC1C2=CC=CC=C2C2=CC=CC=C12 (FmocDLys(Boc)OH), N[C@@H](CCC(C)C)C(=O)N[C@@H](CCSC)C(=O)N.Cl (HLeu-MetNH2 hydrochloride), C1(CCCCC1)N=C=NC1CCCCC1 (dicyclohexylcarbodiimide). Yields the product N([C@H](CCCCNC(=O)OC(C)(C)C)C(=O)N[C@@H](CC(C)C)C(=O)N[C@@H](CCSC)C(=O)N)C(=O)OCC1C2=CC=CC=C2C2=CC=CC=C12 (FmocDLys(Boc)-Leu-MetNH2). Isolated yield 87.0%. RXN SMILES: [NH:1]([C:18]([O:20][CH2:21][CH:22]1[C:34]2[C:29](=[CH:30][CH:31]=[CH:32][CH:33]=2)[C:28]2[C:23]1=[CH:24][CH:25]=[CH:26][CH:27]=2)=[O:19])[C@@H:2]([C:15](O)=[O:16])[CH2:3][CH2:4][CH2:5][CH2:6][NH:7][C:8]([O:10][C:11]([CH3:14])([CH3:13])[CH3:12])=[O:9].[NH2:35][C@H:36]([C:42]([NH:44][C@H:45]([C:50]([NH2:52])=[O:51])[CH2:46][CH2:47][S:48][CH3:49])=[O:43])[CH2:37][CH2:38][CH:39](C)C.Cl.[CH:54]1(N=C=NC2CCCCC2)CCCCC1.ON1C2C=CC=CC=2N=N1>>[NH:1]([C:18]([O:20][CH2:21][CH:22]1[C:34]2[C:29](=[CH:30][CH:31]=[CH:32][CH:33]=2)[C:28]2[C:23]1=[CH:24][CH:25]=[CH:26][CH:27]=2)=[O:19])[C@@H:2]([C:15]([NH:35][C@H:36]([C:42]([NH:44][C@H:45]([C:50]([NH2:52])=[O:51])[CH2:46][CH2:47][S:48][CH3:49])=[O:43])[CH2:37][CH:38]([CH3:39])[CH3:54])=[O:16])[CH2:3][CH2:4][CH2:5][CH2:6][NH:7][C:8]([O:10][C:11]([CH3:14])([CH3:13])[CH3:12])=[O:9] |f:1.2|. Procedure: Condensation of FmocDLys(Boc)OH (1.00 g.) and HLeu-MetNH2 hydrochloride salt (Example 1, 0.63 g.) using dicyclohexylcarbodiimide and 1-hydroxybenzotriazole gave FmocDLys(Boc)-Leu-MetNH2 in 87% yield. De-9-fluorenylmethoxycarbonylation of FmocDLys(Boc)-Leu-MetNH2 (1.00 g.) using piperidine in dimethylformamide gave HDLys(Boc)-Leu-MetNH2 in 100% yield.